This data is from the Open Reaction Database (ORD), a public repository of structured organic reaction records. The task is: describe an organic reaction: reactants, conditions, products, and yield The reactants are CC(C)(C)c1ccc(CN)cc1, CCOC(=O)c1c(Cl)c(C)nn1C. The product is Cc1nn(C)c(C(=O)NCc2ccc(C(C)(C)C)cc2)c1Cl. As a reaction SMILES: [C:14]([CH3:15])([CH3:16])([CH3:17])[c:18]1[cH:19][cH:20][c:21]([CH2:22][NH2:23])[cH:24][cH:25]1.[Cl:1][c:2]1[c:3]([CH3:13])[n:4][n:5]([CH3:12])[c:6]1[C:7]([O:9][CH2:8][CH3:10])=[O:11]>>[Cl:1][c:2]1[c:3]([CH3:13])[n:4][n:5]([CH3:12])[c:6]1[C:7](=[O:9])[NH:23][CH2:22][c:21]1[cH:20][cH:19][c:18]([C:14]([CH3:15])([CH3:16])[CH3:17])[cH:25][cH:24]1. Reactants: [N+](=O)(O)[O-] (nitric acid), ClC1=CC=C(CN2CCN(CC2)CCCOC2=CC=C3C(=CC(OC3=C2)=O)O)C=C1 (1-(4-chlorobenzyl)-4-[3-(4-hydroxycoumarin-7-yloxy)propyl]piperazine), dinitric acid. Solvent: C(Cl)(Cl)Cl (chloroform). Product: ClC1=CC=C(CN2CCN(CC2)CCCOC2=CC=C3C(=C(C(OC3=C2)=O)[N+](=O)[O-])O)C=C1 (1-(4-Chlorobenzyl)-4-[3-(4-hydroxy-3-nitrocoumarin-7-yloxy)propyl]piperazine). Reaction SMILES: [N+:1]([O-:4])(O)=[O:2].[Cl:5][C:6]1[CH:34]=[CH:33][C:9]([CH2:10][N:11]2[CH2:16][CH2:15][N:14]([CH2:17][CH2:18][CH2:19][O:20][C:21]3[CH:30]=[C:29]4[C:24]([C:25]([OH:32])=[CH:26][C:27](=[O:31])[O:28]4)=[CH:23][CH:22]=3)[CH2:13][CH2:12]2)=[CH:8][CH:7]=1>C(Cl)(Cl)Cl>[Cl:5][C:6]1[CH:7]=[CH:8][C:9]([CH2:10][N:11]2[CH2:16][CH2:15][N:14]([CH2:17][CH2:18][CH2:19][O:20][C:21]3[CH:30]=[C:29]4[C:24]([C:25]([OH:32])=[C:26]([N+:1]([O-:4])=[O:2])[C:27](=[O:31])[O:28]4)=[CH:23][CH:22]=3)[CH2:13][CH2:12]2)=[CH:33][CH:34]=1. Reported procedure: Fuming nitric acid (10 ml; d 1.52) was added dropwise over 15 mins to a cold (0° C.) stirred suspension of 1-(4-chlorobenzyl)-4-[3-(4-hydroxycoumarin-7-yloxy)propyl]piperazine (2.0 g) in chloroform (200 ml) and the mixture stirred for a further 1 hour at 0°. The solution which formed precipitated a yellow solid on addition of water which after filtration was washed with ethanol to give 2.62; (95%) of the dinitric acid salt of the title compound of m.p. 142°-144° (dec). νmax (mull) 2700 (br), 174... The reactants are Cc1ccc(-c2ccc3c(c2)C=C(C(=O)Nc2ccc(C(=O)C4CCCCN4C(=O)OC(C)(C)C)cc2)CCO3)cc1, CO, CCOC(C)=O, Cl. Product: Cc1ccc(-c2ccc3c(c2)C=C(C(=O)Nc2ccc(C(=O)C4CCCCN4)cc2)CCO3)cc1. RXN SMILES: [C:1]([O:2][C:3](=[O:4])[N:8]1[CH:9]([C:14](=[O:15])[c:16]2[cH:17][cH:18][c:19]([NH:22][C:23](=[O:24])[C:25]3=[CH:31][c:30]4[c:29]([cH:35][cH:34][c:33](-[c:36]5[cH:37][cH:38][c:39]([CH3:42])[cH:40][cH:41]5)[cH:32]4)[O:28][CH2:27][CH2:26]3)[cH:20][cH:21]2)[CH2:10][CH2:11][CH2:12][CH2:13]1)([CH3:5])([CH3:6])[CH3:7].[CH3:44][OH:45].[CH3:46][CH2:47][O:48][C:49](=[O:50])[CH3:51].[ClH:43]>>[NH:8]1[CH:9]([C:14](=[O:15])[c:16]2[cH:17][cH:18][c:19]([NH:22][C:23](=[O:24])[C:25]3=[CH:31][c:30]4[c:29]([cH:35][cH:34][c:33](-[c:36]5[cH:37][cH:38][c:39]([CH3:42])[cH:40][cH:41]5)[cH:32]4)[O:28][CH2:27][CH2:26]3)[cH:20][cH:21]2)[CH2:10][CH2:11][CH2:12][CH2:13]1. The reactants are [Al+3], COC(=O)c1ccc(Cl)c(Br)c1, C1CCOC1, COCCOC, Cc1cccc(C)c1B(O)O, CCO, [Cl-], COC(=O)c1ccc(Cl)c(-c2c(C)cccc2C)c1, [H-], [H-], [H-], [H-], [Li+], [Li+], [Na+], [Na+], O=C([O-])[O-], O, c1ccc(P(c2ccccc2)(c2ccccc2)[Pd](P(c2ccccc2)(c2ccccc2)c2ccccc2)(P(c2ccccc2)(c2ccccc2)c2ccccc2)P(c2ccccc2)(c2ccccc2)c2ccccc2)cc1. The product is Cc1cccc(C)c1-c1cc(CO)ccc1Cl. As a reaction SMILES: [Al+3:52].[Br:1][c:2]1[cH:3][c:4]([C:9]([O:10][CH3:11])=[O:12])[cH:5][cH:6][c:7]1[Cl:8].[CH2:134]1[O:135][CH2:136][CH2:137][CH2:138]1.[CH2:139]([CH2:140][O:141][CH3:142])[O:143][CH3:144].[CH3:13][c:14]1[cH:15][cH:16][cH:17][c:18]([CH3:19])[c:20]1[B:21]([OH:22])[OH:23].[CH3:145][CH2:146][OH:147].[Cl-:25].[Cl:32][c:33]1[cH:34][cH:35][c:36]([C:47](=[O:48])[O:49][CH3:50])[cH:37][c:38]1-[c:39]1[c:40]([CH3:46])[cH:41][cH:42][cH:43][c:44]1[CH3:45].[H-:51].[H-:54].[H-:55].[H-:56].[Li+:24].[Li+:53].[Na+:26].[Na+:27].[O-:28][C:29](=[O:30])[O-:31].[OH2:148].[cH:57]1[cH:58][cH:59][c:60]([P:61]([Pd:62]([P:63]([c:64]2[cH:65][cH:66][cH:67][cH:68][cH:69]2)([c:70]2[cH:71][cH:72][cH:73][cH:74][cH:75]2)[c:76]2[cH:77][cH:78][cH:79][cH:80][cH:81]2)([P:82]([c:83]2[cH:84][cH:85][cH:86][cH:87][cH:88]2)([c:89]2[cH:90][cH:91][cH:92][cH:93][cH:94]2)[c:95]2[cH:96][cH:97][cH:98][cH:99][cH:100]2)[P:101]([c:102]2[cH:103][cH:104][cH:105][cH:106][cH:107]2)([c:108]2[cH:109][cH:110][cH:111][cH:112][cH:113]2)[c:114]2[cH:115][cH:116][cH:117][cH:118][cH:119]2)([c:120]2[cH:121][cH:122][cH:123][cH:124][cH:125]2)[c:126]2[cH:127][cH:128][cH:129][cH:130][cH:131]2)[cH:132][cH:133]1>>[Cl:32][c:33]1[cH:34][cH:35][c:36]([CH2:47][OH:48])[cH:37][c:38]1-[c:39]1[c:40]([CH3:46])[cH:41][cH:42][cH:43][c:44]1[CH3:45].